Dataset: the Open Reaction Database (ORD), a public repository of structured organic reaction records. Task: describe an organic reaction: reactants, conditions, products, and yield Procedure details: 2-Hydroxyadamantane-1-carboxylic acid and 4-hydroxy adamantane-1-carboxylic acid: J. Org. Chem., 38, 3447 (1973). The reactants are OC1C2(CC3CC(CC1C3)C2)C(=O)O (2-Hydroxyadamantane-1-carboxylic acid), OC1C2CC3(CC(CC1C3)C2)C(=O)O (4-hydroxy adamantane-1-carboxylic acid). Reaction SMILES: O[CH:2]1[CH:9]2[CH2:10][CH:5]3[CH2:6][CH:7]([CH2:11][C:3]1([C:12]([OH:14])=[O:13])[CH2:4]3)[CH2:8]2.[OH:15]C1C2CC3(C(O)=O)CC(CC1C3)C2>>[OH:15][C:9]12[CH2:10][CH:5]3[CH2:6][CH:7]([CH2:11][C:3]([C:12]([OH:14])=[O:13])([CH2:4]3)[CH2:2]1)[CH2:8]2. The product is OC12CC3(CC(CC(C1)C3)C2)C(=O)O (3-Hydroxyadamantane-1-carboxylic acid). Reactants: CO, Cl, Cl, N=C(N)c1cccc(N)c1, [Na+], C1CCOC1, [OH-], COC(=O)C(Cc1ccc(OC2CCN(C(=O)OCc3ccccc3)CC2)cc1)NS(=O)(=O)c1ccccc1, c1ccncc1. The product is N=C(N)c1cccc(NC(=O)C(Cc2ccc(OC3CCN(C(=O)OCc4ccccc4)CC3)cc2)NS(=O)(=O)c2ccccc2)c1. As a reaction SMILES: [CH3:54][OH:55].[ClH:42].[ClH:43].[NH2:44][c:45]1[cH:46][c:47]([C:48](=[NH:49])[NH2:50])[cH:51][cH:52][cH:53]1.[Na+:41].[O:56]1[CH2:57][CH2:58][CH2:59][CH2:60]1.[OH-:40].[c:1]1([S:7](=[O:8])(=[O:9])[NH:10][CH:11]([C:12]([O:14][CH3:13])=[O:15])[CH2:16][c:17]2[cH:18][cH:19][c:20]([O:23][CH:24]3[CH2:25][CH2:26][N:27]([C:30](=[O:31])[O:32][CH2:33][c:34]4[cH:35][cH:36][cH:37][cH:38][cH:39]4)[CH2:28][CH2:29]3)[cH:21][cH:22]2)[cH:2][cH:3][cH:4][cH:5][cH:6]1.[cH:61]1[cH:62][cH:63][n:64][cH:65][cH:66]1>>[c:1]1([S:7](=[O:8])(=[O:9])[NH:10][CH:11]([C:12](=[O:14])[NH:44][c:45]2[cH:46][c:47]([C:48](=[NH:49])[NH2:50])[cH:51][cH:52][cH:53]2)[CH2:16][c:17]2[cH:18][cH:19][c:20]([O:23][CH:24]3[CH2:25][CH2:26][N:27]([C:30](=[O:31])[O:32][CH2:33][c:34]4[cH:35][cH:36][cH:37][cH:38][cH:39]4)[CH2:28][CH2:29]3)[cH:21][cH:22]2)[cH:2][cH:3][cH:4][cH:5][cH:6]1. Reactants: BrC=1C=C2C(=C(C=NC2=CC1)C(CCC)=O)O (1-(6-bromo-4-hydroxyquinolin-3-yl)butan-1-one), P(=O)(Cl)(Cl)Cl (phosphoryl chloride), C([O-])([O-])=O.[Na+].[Na+] (sodium carbonate). Conditions: temperature 75 celsius, time 2 hour. Yields the product BrC=1C=C2C(=C(C=NC2=CC1)C(CCC)=O)Cl (1-(6-bromo-4-chloroquinolin-3-yl)butan-1-one). Isolated yield 98.0%. RXN SMILES: [Br:1][C:2]1[CH:3]=[C:4]2[C:9](=[CH:10][CH:11]=1)[N:8]=[CH:7][C:6]([C:12](=[O:16])[CH2:13][CH2:14][CH3:15])=[C:5]2O.P(Cl)(Cl)([Cl:20])=O.C(=O)([O-])[O-].[Na+].[Na+]>>[Br:1][C:2]1[CH:3]=[C:4]2[C:9](=[CH:10][CH:11]=1)[N:8]=[CH:7][C:6]([C:12](=[O:16])[CH2:13][CH2:14][CH3:15])=[C:5]2[Cl:20] |f:2.3.4|. Procedure: 1-(6-bromo-4-hydroxyquinolin-3-yl)butan-1-one (3.73 g, 12.7 mmol) was added to phosphoryl chloride (37 mL) and the reaction was stirred at 75° C. for 2 h. After this time the reaction mixture was cooled to room temperature and slowly poured into a solution of satd. aq. sodium carbonate that was cooled to 0° C. The resultant mixture was extracted with ethyl acetate, dried over anhydrous sodium sulfate, filtered, and concentrated. Purification by column chromatography (silica, ethyl acetate) affor... Reactants: CC#N, OC1CN(C(c2ccccc2)c2ccccc2)C1, CC(C)OC(=O)N=NC(=O)OC(C)C, Oc1ccc(-c2ccccc2)cc1, c1ccc(P(c2ccccc2)c2ccccc2)cc1. Product: c1ccc(-c2ccc(OC3CN(C(c4ccccc4)c4ccccc4)C3)cc2)cc1. RXN SMILES: [CH3:65][C:66]#[N:67].[CH:14]([c:15]1[cH:16][cH:17][cH:18][cH:19][cH:20]1)([c:21]1[cH:22][cH:23][cH:24][cH:25][cH:26]1)[N:27]1[CH2:28][CH:29]([OH:31])[CH2:30]1.[O:51]=[C:52]([O:53][CH:54]([CH3:55])[CH3:56])[N:57]=[N:58][C:59]([O:60][CH:61]([CH3:62])[CH3:63])=[O:64].[c:1]1(-[c:7]2[cH:8][cH:9][c:10]([OH:13])[cH:11][cH:12]2)[cH:2][cH:3][cH:4][cH:5][cH:6]1.[c:32]1([P:33]([c:34]2[cH:35][cH:36][cH:37][cH:38][cH:39]2)[c:40]2[cH:41][cH:42][cH:43][cH:44][cH:45]2)[cH:46][cH:47][cH:48][cH:49][cH:50]1>>[c:1]1(-[c:7]2[cH:8][cH:9][c:10]([O:13][CH:29]3[CH2:28][N:27]([CH:14]([c:15]4[cH:16][cH:17][cH:18][cH:19][cH:20]4)[c:21]4[cH:22][cH:23][cH:24][cH:25][cH:26]4)[CH2:30]3)[cH:11][cH:12]2)[cH:2][cH:3][cH:4][cH:5][cH:6]1. The reactants are ClC1=CC=2C(CN(S(C2S1)(=O)=O)C1=CC=C(C=C1)OC)O (6-Chloro-3,4-dihydro-4-hydroxy-2-(4-methoxyphenyl)-2H-thieno[3,2-e]-1,2-thiazine 1,1-dioxide), C1=CC=C(C=C1)OC(=S)Cl (Phenyl chlorothionoformate). Reagents/catalysts: CN(C1=CC=NC=C1)C (4-dimethylaminopyridine). Run in ClCCCl (1,2-dichloroethane). Run at time 18 hour. Product: ClC1=CC=2C=CN(S(C2S1)(=O)=O)C1=CC=C(C=C1)OC (6-Chloro-2-(4-methoxyphenyl)-2H-thieno[3,2-e]-1,2-thiazine 1,1-dioxide). Isolated yield 68.5%. RXN SMILES: [Cl:1][C:2]1[S:10][C:9]2[S:8](=[O:12])(=[O:11])[N:7]([C:13]3[CH:18]=[CH:17][C:16]([O:19][CH3:20])=[CH:15][CH:14]=3)[CH2:6][CH:5](O)[C:4]=2[CH:3]=1.C1C=CC(OC(Cl)=S)=CC=1>CN(C)C1C=CN=CC=1.ClCCCl>[Cl:1][C:2]1[S:10][C:9]2[S:8](=[O:11])(=[O:12])[N:7]([C:13]3[CH:18]=[CH:17][C:16]([O:19][CH3:20])=[CH:15][CH:14]=3)[CH:6]=[CH:5][C:4]=2[CH:3]=1. Procedure: A solution of the product from Step C (1.4 g, 4.05 mmol) and 4-dimethylaminopyridine (0.74 g, 6.08 mmol) in 1,2-dichloroethane (10 mL) were cooled in an ice bath. Phenyl chlorothionoformate (0.67 mL, 4.86 mM) was added slowly. The cooling bath was removed and the mixture was stirred at room temperature for 18 hr, mixed with 3:1 hexane/ethyl acetate (25 mL) and filtered through silica gel. The filtrate was concentrated and heated under vacuum (200° C./0.5 mm Hg) approximately 5 min followed by co... The reactants are C1(CC1)N1C=C(C(C2=C(C(=C(C(=C12)F)F)F)F)=O)C(=O)O (1-cyclopropyl-5,6,7,8-tetrafluoro-1,4-dihydro-4-oxo-3-quinolinecarboxylic acid), C(C)(C)(C)OC(=O)NC1CNCC1 (3-t-butoxycarbonylaminopyrrolidine), N12CCCCCC2=NCCC1 (1,8-diazabicyclo[5.4.0]undec-7ene). Run in C(C)#N (acetonitrile). Conditions: time 8 hour. Product: NC1CN(CC1)C1=C(C(=C2C(C(=CN(C2=C1F)C1CC1)C(=O)O)=O)F)F (7-[3-Amino-1-pyrrolidinyl]-1-cyclopropyl-5,6,8-trifluoro-1,4-dihydro-4-oxo-3-quinolinecarboxylic acid). Isolated yield 82.0%. Reaction SMILES: [CH:1]1([N:4]2[C:13]3[C:8](=[C:9]([F:17])[C:10]([F:16])=[C:11](F)[C:12]=3[F:14])[C:7](=[O:18])[C:6]([C:19]([OH:21])=[O:20])=[CH:5]2)[CH2:3][CH2:2]1.C(OC([NH:29][CH:30]1[CH2:34][CH2:33][NH:32][CH2:31]1)=O)(C)(C)C.N12CCCN=C1CCCCC2>C(#N)C>[NH2:29][CH:30]1[CH2:34][CH2:33][N:32]([C:11]2[C:12]([F:14])=[C:13]3[C:8]([C:7](=[O:18])[C:6]([C:19]([OH:21])=[O:20])=[CH:5][N:4]3[CH:1]3[CH2:3][CH2:2]3)=[C:9]([F:17])[C:10]=2[F:16])[CH2:31]1. Reported procedure: To 2.0 g (6.64 mmol) of the 1-cyclopropyl-5,6,7,8-tetrafluoro-1,4-dihydro-4-oxo-3-quinolinecarboxylic acid in 10 ml of acetonitrile was added 1.5 g (8.3 mmol) of 3-t-butoxycarbonylaminopyrrolidine and 1.01 g (6.64 mmol) of 1,8-diazabicyclo[5.4.0]undec-7ene. The mixture was stirred overnight and refluxed for two hours. The solids were filtered and washed with ether. They were treated with 5 ml of trifluoroacetic acid and stirred at 25° C. for 1.5 hours. The trifluoroacetic acid was removed and th...